Dataset: the Open Reaction Database (ORD), a public repository of structured organic reaction records. Task: describe an organic reaction: reactants, conditions, products, and yield Starting materials: BrC1=NC(=CC(=C1)S(=O)(=O)C1=CC=C(C=C1)N)Br (4-(2,6-dibromopyridine-4-sulphonyl)-phenylamine), N1CCCC1 (pyrrolidine). The solvent is O1CCOCC1 (dioxane). Conditions: time 4 hour. Product: BrC1=NC(=CC(=C1)S(=O)(=O)C1=CC=C(C=C1)N)N1CCCC1 (4-(2-bromo-6-pyrrolidin-1-yl-pyridine-4-sulphonyl)- phenylamine). Yield: 93.0%. RXN SMILES: Br[C:2]1[CH:7]=[C:6]([S:8]([C:11]2[CH:16]=[CH:15][C:14]([NH2:17])=[CH:13][CH:12]=2)(=[O:10])=[O:9])[CH:5]=[C:4]([Br:18])[N:3]=1.[NH:19]1[CH2:23][CH2:22][CH2:21][CH2:20]1>O1CCOCC1>[Br:18][C:4]1[CH:5]=[C:6]([S:8]([C:11]2[CH:16]=[CH:15][C:14]([NH2:17])=[CH:13][CH:12]=2)(=[O:10])=[O:9])[CH:7]=[C:2]([N:19]2[CH2:23][CH2:22][CH2:21][CH2:20]2)[N:3]=1. Reported procedure: 1.0 g (0.00255 mol) of 4-(2,6-dibromopyridine-4-sulphonyl)-phenylamine was dissolved in 25 ml of dioxane and treated with 2.1 ml of pyrrolidine. The mixture was stirred at room temperature for 4 hrs., the solvent was removed and the residue was chromatographed on silica gel with ethyl acetate/hexane 1:1. There was obtained 0.9 g (93%) of 4-(2-bromo-6-pyrrolidin-1-yl-pyridine-4-sulphonyl)- phenylamine as beige crystals; m.p.: 216° C. (dec).